This data is from the Open Reaction Database (ORD), a public repository of structured organic reaction records. The task is: describe an organic reaction: reactants, conditions, products, and yield The product is C1(CCCCC1)COC=1C=C(C(=O)OCC)C=CC1 (Ethyl 3-cyclohexylmethoxy-benzoate). Yield: 43.4%. The reactants are C1(CCCCC1)CO (Cyclohexyl methanol), OC=1C=C(C(=O)OCC)C=CC1 (ethyl 3-hydroxybenzoate), C(CCC)P(CCCC)CCCC (tri-n-butyl phosphin), C1CCN(CC1)C(=O)N=NC(=O)N2CCCCC2 (ADDP). Reaction conditions: temperature 20 celsius, time 8 hour. Procedure details: Cyclohexyl methanol (2.0 g, 17.5 mmol), ethyl 3-hydroxybenzoate (2.6 g, 15.8 mmol), tri-n-butyl phosphin (5.3 g, 26 mmol), and ADDP (6.6 g, 26 mmol) were dissolved in dry THF (100 ml) and stirred overnight at 20° C. under N2. Water (100 ml) is added, and the resulting solution is extracted with DCM (3×100 ml). The combined organic layers were washed with water (100 ml), dried (MgSO4) and evaporated. The crude mixture was purified by preparative HPLC to give 1.8 g of the title compound. LC-MS (m/... Run in C1CCOC1 (THF), O (Water). Reaction SMILES: [CH:1]1([CH2:7][OH:8])[CH2:6][CH2:5][CH2:4][CH2:3][CH2:2]1.O[C:10]1[CH:11]=[C:12]([CH:18]=[CH:19][CH:20]=1)[C:13]([O:15][CH2:16][CH3:17])=[O:14].C(P(CCCC)CCCC)CCC.C1CCN(C(N=NC(N2CCCCC2)=O)=O)CC1>C1COCC1.O>[CH:1]1([CH2:7][O:8][C:10]2[CH:11]=[C:12]([CH:18]=[CH:19][CH:20]=2)[C:13]([O:15][CH2:16][CH3:17])=[O:14])[CH2:6][CH2:5][CH2:4][CH2:3][CH2:2]1. Reactants: NC=1NC(C2=C(N1)C=CN2CC2=CC=CC=C2)=O (2-amino-5-benzyl-3H-pyrrolo[3,2-d]pyrimidin-4(5H)-one), O=P(Cl)(Cl)Cl (POCl3). Yield: 25.6%. Product: C(C1=CC=CC=C1)N1C=CC=2N=C(N=C(C21)Cl)N (5-benzyl-4-chloro-5H-pyrrolo[3,2-d]pyrimidin-2-amine). RXN SMILES: [NH2:1][C:2]1[NH:3][C:4](=O)[C:5]2[N:10]([CH2:11][C:12]3[CH:17]=[CH:16][CH:15]=[CH:14][CH:13]=3)[CH:9]=[CH:8][C:6]=2[N:7]=1.O=P(Cl)(Cl)[Cl:21]>>[CH2:11]([N:10]1[C:5]2[C:4]([Cl:21])=[N:3][C:2]([NH2:1])=[N:7][C:6]=2[CH:8]=[CH:9]1)[C:12]1[CH:17]=[CH:16][CH:15]=[CH:14][CH:13]=1. Procedure details: A mixture of 2-amino-5-benzyl-3H-pyrrolo[3,2-d]pyrimidin-4(5H)-one (1.1 g, 7.4 mmol) and POCl3 (7 mL, 74 mmol) was heated at 116° C. for 3 h. Upon completion of the reaction, the reaction mixture was poured into ice and extracted three times with ethyl acetate. The combined organic layers were washed with brine, dried over Na2SO4, filtered, and concentrated in vacuo. Purification by column chromatography, eluting with CH2Cl2/Acetone (3:1), afforded the product as a white solid (490 mg, 40%). Conditions: temperature 116 celsius. Starting materials: C1CCOC1, CN(C)P(=O)(N(C)C)N(C)C, CC(C)[N-]C(C)C, CCC(CN(C)S(=O)(=O)C1CC1)N1C(=O)C(C)(CC(=O)OC)CC(c2cccc(Cl)c2)C1c1ccc(Cl)cc1, CI, [Li+]. Product: CCC(CN(C)S(=O)(=O)C1CC1)N1C(=O)C(C)(C(C)C(=O)OC)CC(c2cccc(Cl)c2)C1c1ccc(Cl)cc1. Reaction SMILES: [CH2:61]1[O:62][CH2:63][CH2:64][CH2:65]1.[CH3:40][N:41]([CH3:42])[P:43]([N:44]([CH3:45])[CH3:46])([N:47]([CH3:48])[CH3:49])=[O:50].[CH3:52][CH:53]([N-:54][CH:55]([CH3:56])[CH3:57])[CH3:58].[Cl:1][c:2]1[cH:3][c:4]([CH:8]2[CH2:9][C:10]([CH3:34])([CH2:35][C:36](=[O:37])[O:38][CH3:39])[C:11](=[O:33])[N:12]([CH:21]([CH2:22][N:23]([S:24](=[O:25])(=[O:26])[CH:27]3[CH2:28][CH2:29]3)[CH3:30])[CH2:31][CH3:32])[CH:13]2[c:14]2[cH:15][cH:16][c:17]([Cl:20])[cH:18][cH:19]2)[cH:5][cH:6][cH:7]1.[I:59][CH3:60].[Li+:51]>>[Cl:1][c:2]1[cH:3][c:4]([CH:8]2[CH2:9][C:10]([CH3:34])([CH:35]([C:36](=[O:37])[O:38][CH3:39])[CH3:40])[C:11](=[O:33])[N:12]([CH:21]([CH2:22][N:23]([S:24](=[O:25])(=[O:26])[CH:27]3[CH2:28][CH2:29]3)[CH3:30])[CH2:31][CH3:32])[CH:13]2[c:14]2[cH:15][cH:16][c:17]([Cl:20])[cH:18][cH:19]2)[cH:5][cH:6][cH:7]1.